Dataset: the Open Reaction Database (ORD), a public repository of structured organic reaction records. Task: describe an organic reaction: reactants, conditions, products, and yield Reactants: Cl (hydrochloric acid), P(OC)(OC)[O-] (dimethyl phosphite), C\C(=C/C=O)\C1=CC=CC=C1 ((E)-β-methylcinnamaldehyde). Conditions: time 30 minute. Product: O[C@H](\C=C(\C1=CC=CC=C1)/C)P(OC)(OC)=O (dimethyl (S,E)-1-hydroxy-3-methyl-3-phenyl-2-propenylphosphonate), final product. The yield is 93.0%. RXN SMILES: [P:1]([O-:6])([O:4][CH3:5])[O:2][CH3:3].[CH3:7]/[C:8](/[C:12]1[CH:17]=[CH:16][CH:15]=[CH:14][CH:13]=1)=[CH:9]\[CH:10]=[O:11].Cl>>[OH:11][C@@H:10]([P:1](=[O:6])([O:4][CH3:5])[O:2][CH3:3])/[CH:9]=[C:8](\[CH3:7])/[C:12]1[CH:17]=[CH:16][CH:15]=[CH:14][CH:13]=1. Procedure details: The solution of ALB in tetrahydrofuran (0.1M, 0.40 ml) obtained in Example 1 was concentrated at room temperature for 1 hour under reduced pressure, then 0.4 ml of toluene was added thereto under an argon atmosphere. To this solution was added dimethyl phosphite (37 μl, 0.40 mmol) at room temperature. After stirring at room temperature for 30 minutes, the reaction vessel was cooled to -40° C., and it was maintained at this temperature for 15 minutes, then (E)-β-methylcinnamaldehyde (0.40 mmol) w... Yields the product Nc1cnc(C2=CCCCO2)cn1. As a reaction SMILES: [CH2:20]([Sn:21]([CH2:22][CH2:23][CH2:24][CH3:31])([C:25]1=[CH:30][CH2:29][CH2:28][CH2:27][O:26]1)[CH2:32][CH2:33][CH2:34][CH3:35])[CH2:36][CH2:37][CH3:38].[CH2:46]([Cl:47])[Cl:48].[CH3:41][N:42]([CH3:43])[CH:44]=[O:45].[CH:9]([N:10]([CH2:11][CH3:12])[CH:13]([CH3:14])[CH3:15])([CH3:16])[CH3:17].[Cl-:19].[F-:39].[K+:40].[Li+:18].[NH2:1][c:2]1[n:3][cH:4][c:5]([Br:8])[n:6][cH:7]1.[cH:49]1[cH:50][cH:51][c:52]([P:53]([Pd:54]([P:55]([c:56]2[cH:57][cH:58][cH:59][cH:60][cH:61]2)([c:62]2[cH:63][cH:64][cH:65][cH:66][cH:67]2)[c:68]2[cH:69][cH:70][cH:71][cH:72][cH:73]2)([P:74]([c:75]2[cH:76][cH:77][cH:78][cH:79][cH:80]2)([c:81]2[cH:82][cH:83][cH:84][cH:85][cH:86]2)[c:87]2[cH:88][cH:89][cH:90][cH:91][cH:92]2)[P:93]([c:94]2[cH:95][cH:96][cH:97][cH:98][cH:99]2)([c:100]2[cH:101][cH:102][cH:103][cH:104][cH:105]2)[c:106]2[cH:107][cH:108][cH:109][cH:110][cH:111]2)([c:112]2[cH:113][cH:114][cH:115][cH:116][cH:117]2)[c:118]2[cH:119][cH:120][cH:121][cH:122][cH:123]2)[cH:124][cH:125]1>>[NH2:1][c:2]1[n:3][cH:4][c:5]([C:25]2=[CH:30][CH2:29][CH2:28][CH2:27][O:26]2)[n:6][cH:7]1. The reactants are CCCC[Sn](CCCC)(CCCC)C1=CCCCO1, ClCCl, CN(C)C=O, CCN(C(C)C)C(C)C, [Cl-], [F-], [K+], [Li+], Nc1cnc(Br)cn1, c1ccc(P(c2ccccc2)(c2ccccc2)[Pd](P(c2ccccc2)(c2ccccc2)c2ccccc2)(P(c2ccccc2)(c2ccccc2)c2ccccc2)P(c2ccccc2)(c2ccccc2)c2ccccc2)cc1.